This data is from the Open Reaction Database (ORD), a public repository of structured organic reaction records. The task is: describe an organic reaction: reactants, conditions, products, and yield The reactants are ketone, C(C)(=O)[O-].[K+] (potassium acetate), OC(C(=O)C1=CC=CC=C1)CC(CC)O (2,4-dihydroxycaprophenone), C(CCCCCCCCC)Br (n-decylbromide), C([O-])([O-])=O.[K+].[K+] (potassium carbonate), Cl.NO (hydroxylamine hydrochloride), oxime. Product: C(CCCCCCCCC)OC(CC(C(C1=CC=CC=C1)=NO)O)CC (4-decyloxy-2-hydroxy-caprophenone-oxime). As a reaction SMILES: [OH:1][CH:2]([CH2:11][CH:12]([OH:15])[CH2:13][CH3:14])[C:3]([C:5]1[CH:10]=[CH:9][CH:8]=[CH:7][CH:6]=1)=O.[CH2:16](Br)[CH2:17][CH2:18][CH2:19][CH2:20][CH2:21][CH2:22][CH2:23][CH2:24][CH3:25].C(=O)([O-])[O-].[K+].[K+].C([O-])(=O)C.[K+].Cl.[NH2:39][OH:40]>CC(C)=O.C(O)C.O>[CH2:16]([O:15][CH:12]([CH2:13][CH3:14])[CH2:11][CH:2]([OH:1])[C:3](=[N:39][OH:40])[C:5]1[CH:10]=[CH:9][CH:8]=[CH:7][CH:6]=1)[CH2:17][CH2:18][CH2:19][CH2:20][CH2:21][CH2:22][CH2:23][CH2:24][CH3:25] |f:2.3.4,5.6,7.8,10.11|. Procedure details: 20.8 g (0.1 Mol) of 2,4-dihydroxycaprophenone together with 32 g (0.145 Mol) of n-decylbromide and 14 g of anhydrous potassium carbonate in 150 ml of dried acetone, as in Example 11, were converted to ketone, between 45° C. and 47° C. in flash point, which, in absence of potassium acetate, reacted with hydroxylamine hydrochloride in ethanolic solution to oxime, 57° C. in flash point (ethanol/water). Solvent: CC(=O)C (acetone), C(C)O.O (ethanol water). The reactants are C(C)C1=C(C(=CC(=C1)C)CC)C=1C(N(N=C(C1OCC1=CC=CC=C1)O)C)=O (4-(2,6-diethyl-4-methylphenyl)-6-hydroxy-5-benzyloxy-2-methyl-3(2H)-pyridazinone), ICCC (iodopropane), C([O-])([O-])=O.[Cs+].[Cs+] (cesium carbonate). The solvent is CC(=O)C (acetone). The product is C(C)C1=C(C(=CC(=C1)C)CC)C=1C(N(N=C(C1OCC1=CC=CC=C1)OC)C)=O (4-(2,6-diethyl-4-methylphenyl)-6-methoxy-5-benzyloxy-2-methyl-3(2H)-pyridazinone). Isolated yield 69.7%. Reaction SMILES: [CH2:1]([C:3]1[CH:8]=[C:7]([CH3:9])[CH:6]=[C:5]([CH2:10][CH3:11])[C:4]=1[C:12]1[C:13](=[O:28])[N:14]([CH3:27])[N:15]=[C:16]([OH:26])[C:17]=1[O:18][CH2:19][C:20]1[CH:25]=[CH:24][CH:23]=[CH:22][CH:21]=1)[CH3:2].I[CH2:30]CC.C(=O)([O-])[O-].[Cs+].[Cs+]>CC(C)=O>[CH2:1]([C:3]1[CH:8]=[C:7]([CH3:9])[CH:6]=[C:5]([CH2:10][CH3:11])[C:4]=1[C:12]1[C:13](=[O:28])[N:14]([CH3:27])[N:15]=[C:16]([O:26][CH3:30])[C:17]=1[O:18][CH2:19][C:20]1[CH:25]=[CH:24][CH:23]=[CH:22][CH:21]=1)[CH3:2] |f:2.3.4|. Reported procedure: To a solution of 4-(2,6-diethyl-4-methylphenyl)-6-hydroxy-5-benzyloxy-2-methyl-3(2H)-pyridazinone (500 mg, 2.35 mmol) in acetone (10 ml) was added iodopropane (443 mg, 2.59 mmol) and cesium carbonate (920 mg, 2.59 mmol), and stirred under reflux for 2.5 hours. The reaction mixture was filtered, and then the filtrate was concentrated under reduced pressure. The residue was purified by silica gel column chromatography (hexane:ethyl acetate=2:1) to give 643 mg of Compound (I-8-1) (yield: 70%).